This data is from the Open Reaction Database (ORD), a public repository of structured organic reaction records. The task is: describe an organic reaction: reactants, conditions, products, and yield Reactants: C(C)(C)(C)NNC(C)(C1CC1)C#N (1-t-butylhydrazo-1-cyano-1-cyclopropylethane), t-butylhydrazone, C1(CC1)C(=O)C (methyl cyclopropyl ketone), t-butylhydrazone, C1(CCCCCCC1)=O (cyclooctanone). Yields the product C(C)(C)(C)NNC1(CCCCCCC1)C#N (1-t-Butylhydrazo-1-cyanocyclooctane). Yield: 100.0%. RXN SMILES: [C:1]([NH:5][NH:6][C:7]([C:12]#[N:13])([CH:9]1[CH2:11][CH2:10]1)[CH3:8])([CH3:4])([CH3:3])[CH3:2].[C:14]1(=O)[CH2:21]CCCCC[CH2:15]1.C1(C(C)=O)CC1>>[C:1]([NH:5][NH:6][C:7]1([C:12]#[N:13])[CH2:8][CH2:21][CH2:14][CH2:15][CH2:10][CH2:11][CH2:9]1)([CH3:2])([CH3:3])[CH3:4]. Reported procedure: 1-t-Butylhydrazo-1-cyanocyclooctane was prepared in 100% yield using the same procedure described in Example XIIIB for the preparation of 1-t-butylhydrazo-1-cyano-1-cyclopropylethane, substituting the t-butylhydrazone of cyclooctanone for the t-butylhydrazone of methyl cyclopropyl ketone. Reactants: O=C([O-])O, COC(=O)C(C)=Cc1ccc(OCCCCl)cc1, Nc1ccc(Cl)cc1, [Na+], CN(C)C=O, O. The product is COC(=O)C(C)=Cc1ccc(OCCCNc2ccc(Cl)cc2)cc1. RXN SMILES: [C:1](=[O:2])([O-:3])[OH:4].[Cl:19][CH2:20][CH2:21][CH2:22][O:23][c:24]1[cH:25][cH:26][c:27]([CH:28]=[C:29]([C:30](=[O:31])[O:32][CH3:33])[CH3:34])[cH:35][cH:36]1.[NH2:6][c:7]1[cH:8][cH:9][c:10]([Cl:11])[cH:12][cH:13]1.[Na+:5].[O:14]=[CH:15][N:16]([CH3:17])[CH3:18].[OH2:37]>>[NH:6]([c:7]1[cH:8][cH:9][c:10]([Cl:11])[cH:12][cH:13]1)[CH2:20][CH2:21][CH2:22][O:23][c:24]1[cH:25][cH:26][c:27]([CH:28]=[C:29]([C:30](=[O:31])[O:32][CH3:33])[CH3:34])[cH:35][cH:36]1. Starting materials: Cl (hydrochloric acid), C(C)(C)(C)C1=NN(C(=C1)C(C)(C)C)CC=1C=C(CNC2=CC(=C(C=C2)CCC(=O)OCC)F)C=CC1OCC(C)C (ethyl 3-[4-({3-[(3,5-di-tert-butyl-1H-pyrazol-1-yl)methyl]-4-isobutoxybenzyl}amino)-2-fluorophenyl]propanoate), CO (methanol), [OH-].[Na+] (sodium hydroxide). Run in C(C)(=O)OCC (ethyl acetate), O1CCCC1 (tetrahydrofuran). Run at time 2 hour. Product: C(C)(C)(C)C1=NN(C(=C1)C(C)(C)C)CC=1C=C(CNC2=CC(=C(C=C2)CCC(=O)O)F)C=CC1OCC(C)C (3-[4-({3-[(3,5-di-tert-butyl-1H-pyrazol-1-yl)methyl]-4-isobutoxybenzyl}amino)-2-fluorophenyl]propanoic acid). Isolated yield 83.4%. As a reaction SMILES: [C:1]([C:5]1[CH:9]=[C:8]([C:10]([CH3:13])([CH3:12])[CH3:11])[N:7]([CH2:14][C:15]2[CH:16]=[C:17]([CH:34]=[CH:35][C:36]=2[O:37][CH2:38][CH:39]([CH3:41])[CH3:40])[CH2:18][NH:19][C:20]2[CH:25]=[CH:24][C:23]([CH2:26][CH2:27][C:28]([O:30]CC)=[O:29])=[C:22]([F:33])[CH:21]=2)[N:6]=1)([CH3:4])([CH3:3])[CH3:2].CO.[OH-].[Na+].Cl>C(OCC)(=O)C.O1CCCC1>[C:1]([C:5]1[CH:9]=[C:8]([C:10]([CH3:11])([CH3:13])[CH3:12])[N:7]([CH2:14][C:15]2[CH:16]=[C:17]([CH:34]=[CH:35][C:36]=2[O:37][CH2:38][CH:39]([CH3:41])[CH3:40])[CH2:18][NH:19][C:20]2[CH:25]=[CH:24][C:23]([CH2:26][CH2:27][C:28]([OH:30])=[O:29])=[C:22]([F:33])[CH:21]=2)[N:6]=1)([CH3:2])([CH3:3])[CH3:4] |f:2.3|. Procedure details: To a mixture of ethyl 3-[4-({3-[(3,5-di-tert-butyl-1H-pyrazol-1-yl)methyl]-4-isobutoxybenzyl}amino)-2-fluorophenyl]propanoate (0.62 g, 1.16 mmol), methanol (6 mL) and tetrahydrofuran (12 mL) was added 1 M aqueous sodium hydroxide solution (2.32 mL), and the mixture was stirred at room temperature for 2 hr. The reaction mixture was neutralized with 1M hydrochloric acid, and diluted with ethyl acetate, and the organic layer was washed with saturated brine, dried, and concentrated under reduced pre... The reactants are CC=1ON=C2C1CNCC2 (3-methyl-4,5,6,7-tetrahydroisoxazolo[4,3-c]pyridine), BrCCCCl (1-bromo-3-chloropropane), C([O-])([O-])=O.[Cs+].[Cs+] (cesium carbonate). Solvent: CC(=O)C (acetone). The product is ClCCCN1CC=2C(CC1)=NOC2C (5-(3-chloropropyl)-3-methyl-4,5,6,7-tetrahydroisoxazolo[4,3-c]pyridine). Isolated yield 39.0%. Reaction SMILES: [CH3:1][C:2]1[O:3][N:4]=[C:5]2[CH2:10][CH2:9][NH:8][CH2:7][C:6]=12.Br[CH2:12][CH2:13][CH2:14][Cl:15].C(=O)([O-])[O-].[Cs+].[Cs+]>CC(C)=O>[Cl:15][CH2:14][CH2:13][CH2:12][N:8]1[CH2:9][CH2:10][C:5]2=[N:4][O:3][C:2]([CH3:1])=[C:6]2[CH2:7]1 |f:2.3.4|. Procedure details: A mixture of 3-methyl-4,5,6,7-tetrahydroisoxazolo[4,3-c]pyridine (1.60 g), 1-bromo-3-chloropropane (3.50 mL) and cesium carbonate in acetone was heated to reflux for 24 h. The reaction mixture was cooled to room temperature and filtered. The filtrate was concentrated in vacuo and the residue was chromatographed with a silica gel column (eluting agent: 20:1 (v/v) DCM/MeOH) to give the title compound as yellow oil (0.97 g, 39.00%), HPLC: 85.00%. The compound was characterized by the following spec...